From a dataset of the Open Reaction Database (ORD), a public repository of structured organic reaction records. describe an organic reaction: reactants, conditions, products, and yield Starting materials: CCC(C)(NC(=O)OC(C)(C)C)C(=O)NC1CCc2ccccc2N(Cc2ccc(-c3ccccc3CNC(=O)NC)cc2Br)C1=O, ClCCl, COc1ccccc1, O=C(O)C(F)(F)F. The product is CNC(=O)NCc1ccccc1-c1ccc(CN2C(=O)C(NC(=O)C(C)(C)NC(=O)OC(C)(C)C)CCc3ccccc32)c(Br)c1. As a reaction SMILES: [C:1]([CH3:2])([CH3:3])([CH3:4])[O:5][C:6](=[O:7])[NH:8][C:9]([C:10](=[O:11])[NH:12][CH:13]1[C:14](=[O:44])[N:15]([CH2:24][c:25]2[c:26]([Br:43])[cH:27][c:28](-[c:31]3[c:32]([CH2:37][NH:38][C:39](=[O:40])[NH:41][CH3:42])[cH:33][cH:34][cH:35][cH:36]3)[cH:29][cH:30]2)[c:16]2[c:17]([cH:20][cH:21][cH:22][cH:23]2)[CH2:18][CH2:19]1)([CH2:45][CH3:46])[CH3:47].[CH2:63]([Cl:64])[Cl:65].[CH3:48][O:49][c:50]1[cH:51][cH:52][cH:53][cH:54][cH:55]1.[OH:56][C:57]([C:58]([F:59])([F:60])[F:61])=[O:62]>>[C:1]([CH3:2])([CH3:3])([CH3:4])[O:5][C:6](=[O:7])[NH:8][C:9]([C:10](=[O:11])[NH:12][CH:13]1[C:14](=[O:44])[N:15]([CH2:24][c:25]2[c:26]([Br:43])[cH:27][c:28](-[c:31]3[c:32]([CH2:37][NH:38][C:39](=[O:40])[NH:41][CH3:42])[cH:33][cH:34][cH:35][cH:36]3)[cH:29][cH:30]2)[c:16]2[c:17]([cH:20][cH:21][cH:22][cH:23]2)[CH2:18][CH2:19]1)([CH3:45])[CH3:47]. Reactants: ClC1=C(C=CC(=C1COC=1C=CC=C2C(=CC(=NC12)C)N1N=CC=C1)Cl)N1C(=CC=C1)C=O (1-[2,4-dichloro-3-[2-methyl-4-(pyrazol-1-yl)quinolin-8-yloxymethyl]phenyl]-2-formylpyrrole), Cl.NO (hydroxylamine hydrochloride), C(C)(=O)[O-].[Na+] (sodium acetate). The solvent is C(C)O (ethanol). Conditions: temperature 60 celsius, time 1 hour. Product: ClC1=C(C=CC(=C1COC=1C=CC=C2C(=CC(=NC12)C)N1N=CC=C1)Cl)N1C(=CC=C1)/C=N/O (1-[2,4-dichloro-3-[2-methyl-4-(pyrazol-1-yl)quinolin-8-yloxymethyl]phenyl]-2-((E)-hydroxyiminomethyl)pyrrole), ClC1=C(C=CC(=C1COC=1C=CC=C2C(=CC(=NC12)C)N1N=CC=C1)Cl)N1C(=CC=C1)\C=N/O (1-[2,4-dichloro-3-[2-methyl-4-(pyrazol-1-yl)quinolin-8-yloxymethyl]phenyl]-2-((Z) -hydroxyiminomethyl)pyrrole). As a reaction SMILES: [Cl:1][C:2]1[C:7]([CH2:8][O:9][C:10]2[CH:11]=[CH:12][CH:13]=[C:14]3[C:19]=2[N:18]=[C:17]([CH3:20])[CH:16]=[C:15]3[N:21]2[CH:25]=[CH:24][CH:23]=[N:22]2)=[C:6]([Cl:26])[CH:5]=[CH:4][C:3]=1[N:27]1[CH:31]=[CH:30][CH:29]=[C:28]1[CH:32]=O.Cl.[NH2:35][OH:36].C([O-])(=O)C.[Na+]>C(O)C>[Cl:1][C:2]1[C:7]([CH2:8][O:9][C:10]2[CH:11]=[CH:12][CH:13]=[C:14]3[C:19]=2[N:18]=[C:17]([CH3:20])[CH:16]=[C:15]3[N:21]2[CH:25]=[CH:24][CH:23]=[N:22]2)=[C:6]([Cl:26])[CH:5]=[CH:4][C:3]=1[N:27]1[CH:31]=[CH:30][CH:29]=[C:28]1/[CH:32]=[N:35]/[OH:36].[Cl:1][C:2]1[C:7]([CH2:8][O:9][C:10]2[CH:11]=[CH:12][CH:13]=[C:14]3[C:19]=2[N:18]=[C:17]([CH3:20])[CH:16]=[C:15]3[N:21]2[CH:25]=[CH:24][CH:23]=[N:22]2)=[C:6]([Cl:26])[CH:5]=[CH:4][C:3]=1[N:27]1[CH:31]=[CH:30][CH:29]=[C:28]1/[CH:32]=[N:35]\[OH:36] |f:1.2,3.4|. Reported procedure: A mixture of 1-[2,4-dichloro-3-[2-methyl-4-(pyrazol-1-yl)quinolin-8-yloxymethyl]phenyl]-2-formylpyrrole (80 mg), hydroxylamine hydrochloride (18 mg), sodium acetate (21 mg) and ethanol (60° solution in water, 1.5 ml) was stirred at 60° C. for 1 hour. After cooling to ambient temperature, the reaction mixture was concentrated in vacuo. The residue was dissolved in ethyl acetate, washed with water and brine, dried over magnesium sulfate and evaporated in vacuo. The residue was purified by preparat...